This data is from the Open Reaction Database (ORD), a public repository of structured organic reaction records. The task is: describe an organic reaction: reactants, conditions, products, and yield The reactants are O=C([O-])[O-], ClCCl, N#N, [Na+], [Na+], [Na+], Cc1ccc(S(=O)(=O)OCCC(O)C(F)(F)F)cc1, O=S([O-])O. Reaction SMILES: [C:27](=[O:28])([O-:29])[O-:30].[Cl:33][CH2:34][Cl:35].[N:20]#[N:21].[Na+:26].[Na+:31].[Na+:32].[OH:1][CH:2]([C:3]([F:4])([F:5])[F:6])[CH2:7][CH2:8][O:9][S:10](=[O:11])(=[O:12])[c:13]1[cH:14][cH:15][c:16]([CH3:17])[cH:18][cH:19]1.[S:22](=[O:23])([OH:24])[O-:25]>>[O:1]=[C:2]([C:3]([F:4])([F:5])[F:6])[CH2:7][CH2:8][O:9][S:10](=[O:11])(=[O:12])[c:13]1[cH:14][cH:15][c:16]([CH3:17])[cH:18][cH:19]1. Product: Cc1ccc(S(=O)(=O)OCCC(=O)C(F)(F)F)cc1. Reactants: C1CCOC1, C1CCOC1, CC(C)(C)[O-], [K+], COC(=O)CCC(C(N)=O)N1Cc2c(OCc3oc4ccccc4c3C)cccc2C1=O. The product is Cc1c(COc2cccc3c2CN(C2CCC(=O)NC2=O)C3=O)oc2ccccc12. As a reaction SMILES: [CH2:44]1[O:45][CH2:46][CH2:47][CH2:48]1.[CH2:7]1[O:8][CH2:9][CH2:10][CH2:11]1.[CH3:1][C:2]([CH3:3])([O-:4])[CH3:5].[K+:6].[NH2:12][C:13]([CH:14]([CH2:15][CH2:16][C:17](=[O:18])[O:19][CH3:20])[N:21]1[C:22](=[O:42])[c:23]2[cH:24][cH:25][cH:26][c:27]([O:30][CH2:31][c:32]3[o:33][c:34]4[c:35]([c:36]3[CH3:37])[cH:38][cH:39][cH:40][cH:41]4)[c:28]2[CH2:29]1)=[O:43]>>[NH:12]1[C:13](=[O:43])[CH:14]([N:21]2[C:22](=[O:42])[c:23]3[cH:24][cH:25][cH:26][c:27]([O:30][CH2:31][c:32]4[o:33][c:34]5[c:35]([c:36]4[CH3:37])[cH:38][cH:39][cH:40][cH:41]5)[c:28]3[CH2:29]2)[CH2:15][CH2:16][C:17]1=[O:18].